Dataset: the Open Reaction Database (ORD), a public repository of structured organic reaction records. Task: describe an organic reaction: reactants, conditions, products, and yield Reactants: Cc1ccccc1, COC(=O)c1c(OCCCCl)[nH]c2ccccc12, [Na+], [OH-]. Product: COC(=O)c1c2n(c3ccccc13)CCCO2. Reaction SMILES: [CH3:21][c:22]1[cH:23][cH:24][cH:25][cH:26][cH:27]1.[Cl:1][CH2:2][CH2:3][CH2:4][O:5][c:6]1[nH:7][c:8]2[cH:9][cH:10][cH:11][cH:12][c:13]2[c:14]1[C:15](=[O:16])[O:17][CH3:18].[Na+:20].[OH-:19]>>[CH2:2]1[CH2:3][CH2:4][O:5][c:6]2[n:7]1[c:8]1[cH:9][cH:10][cH:11][cH:12][c:13]1[c:14]2[C:15](=[O:16])[O:17][CH3:18].